Dataset: the Open Reaction Database (ORD), a public repository of structured organic reaction records. Task: describe an organic reaction: reactants, conditions, products, and yield Reactants: C1CCOC1, CCOC(=O)c1cc(NC(=O)Nc2ccc(OC(F)(F)F)cc2)cn1C, [Li+], [OH-], O. The product is Cn1cc(NC(=O)Nc2ccc(OC(F)(F)F)cc2)cc1C(=O)O. As a reaction SMILES: [CH2:29]1[O:30][CH2:31][CH2:32][CH2:33]1.[CH3:1][n:2]1[c:3]([C:22](=[O:23])[O:24][CH2:25][CH3:26])[cH:4][c:5]([NH:7][C:8](=[O:9])[NH:10][c:11]2[cH:12][cH:13][c:14]([O:17][C:18]([F:19])([F:20])[F:21])[cH:15][cH:16]2)[cH:6]1.[Li+:27].[OH-:28].[OH2:34]>>[CH3:1][n:2]1[c:3]([C:22](=[O:23])[OH:24])[cH:4][c:5]([NH:7][C:8](=[O:9])[NH:10][c:11]2[cH:12][cH:13][c:14]([O:17][C:18]([F:19])([F:20])[F:21])[cH:15][cH:16]2)[cH:6]1.